The task is: describe an organic reaction: reactants, conditions, products, and yield. This data is from the Open Reaction Database (ORD), a public repository of structured organic reaction records. Starting materials: CCOC(=O)C(=NOCc1ccc(OCc2nc(-c3ccccc3)oc2C)cc1)C(C)C, Cl, [Na+], C1CCOC1, [OH-]. Product: Cc1oc(-c2ccccc2)nc1COc1ccc(CON=C(C(=O)O)C(C)C)cc1. Reaction SMILES: [CH3:1][CH:2]([C:3]([C:4](=[O:5])[O:6][CH2:7][CH3:8])=[N:9][O:10][CH2:11][c:12]1[cH:13][cH:14][c:15]([O:18][CH2:19][c:20]2[n:21][c:22](-[c:26]3[cH:27][cH:28][cH:29][cH:30][cH:31]3)[o:23][c:24]2[CH3:25])[cH:16][cH:17]1)[CH3:32].[ClH:33].[Na+:40].[O:34]1[CH2:35][CH2:36][CH2:37][CH2:38]1.[OH-:39]>>[CH3:1][CH:2]([C:3]([C:4](=[O:5])[OH:6])=[N:9][O:10][CH2:11][c:12]1[cH:13][cH:14][c:15]([O:18][CH2:19][c:20]2[n:21][c:22](-[c:26]3[cH:27][cH:28][cH:29][cH:30][cH:31]3)[o:23][c:24]2[CH3:25])[cH:16][cH:17]1)[CH3:32]. Reported procedure: A solution of sodium (388 mg, 16.9 mmoles) in CH3OH (6 ml) was added with hydroxylamine hydrochloride (1.3 g, 18.71 mmoles). The resultant solution was added to a solution of 4-(6-methoxy-4-thiazol-2-yl-phthalazin-1-yl)-butyric acid methyl ester (1.5 g, 4.4 mmoles), prepared as described in example 115, in CH3OH (30 ml), and stirred at room temperature for 2 days, then refluxed for 7 hours. NH2OH.HCl (1.6 g) and sodium (450 mg) were added, and the mixture was refluxed. After 1 night further NH2O... Starting materials: NO.Cl (NH2OH.HCl), [Na] (sodium), NO.Cl (NH2OH.HCl), [Na] (sodium), resultant solution, COC(CCCC1=NN=C(C2=CC(=CC=C12)OC)C=1SC=CN1)=O (4-(6-methoxy-4-thiazol-2-yl-phthalazin-1-yl)-butyric acid methyl ester), [Na] (sodium), Cl.NO (hydroxylamine hydrochloride). The yield is 28.4%. Product: ONC(CCCC1=NN=C(C2=CC(=CC=C12)OC)C=1SC=CN1)=O (N-hydroxy-4-(6-methoxy-4-thiazol-2-yl-phthalazin-1-yl)-butyramide). As a reaction SMILES: [Na].Cl.[NH2:3][OH:4].C[O:6][C:7](=O)[CH2:8][CH2:9][CH2:10][C:11]1[C:20]2[C:15](=[CH:16][C:17]([O:21][CH3:22])=[CH:18][CH:19]=2)[C:14]([C:23]2[S:24][CH:25]=[CH:26][N:27]=2)=[N:13][N:12]=1>CO.O.[OH-].[Na+]>[OH:4][NH:3][C:7](=[O:6])[CH2:8][CH2:9][CH2:10][C:11]1[C:20]2[C:15](=[CH:16][C:17]([O:21][CH3:22])=[CH:18][CH:19]=2)[C:14]([C:23]2[S:24][CH:25]=[CH:26][N:27]=2)=[N:13][N:12]=1 |f:1.2,6.7,^1:0|. Run in O (water), CO (CH3OH), [OH-].[Na+] (NaOH), CO (CH3OH). Run at time 2 day. Reactants: C(CC1=CC=CC=C1)N (phenethyl amine), Cl (HCl), C(=O)(Cl)Cl (phosgene), C(=O)(Cl)Cl (phosgene). Run in C1(=CC=CC=C1)C (toluene), C1(=CC=CC=C1)C (toluene). Product: C1(=CC=CC=C1)CCN=C=O (phenyl ethyl isocyanate). As a reaction SMILES: [CH2:1]([NH2:9])[CH2:2][C:3]1[CH:8]=[CH:7][CH:6]=[CH:5][CH:4]=1.Cl.[C:11](Cl)(Cl)=[O:12]>C1(C)C=CC=CC=1>[C:3]1([CH2:2][CH2:1][N:9]=[C:11]=[O:12])[CH:8]=[CH:7][CH:6]=[CH:5][CH:4]=1. Procedure details: 40 grams of phenethyl amine in 300 ml of dry toluene saturated with dry HCl gas was mixed until a heavy white precipitate formed. An additional 200 ml of dry toluene was added with 50 ml of phosgene (12.5% in benzene). The mixture was refluxed (10 min.) and then 450 ml of phosgene was slowly added over 30 minutes and the mixture refluxed for 4 hours. The reaction mixture was allowed to cool to room temperature slowly and the solvent removed in vacuo leaving a yellow oil. Vacuum distillation of t... The reactants are C(C1=CC=CC=C1)OC(=O)N[C@@H](C)[C@H](CCCCCCCCCCCCCCC)O ((2S,3S)-2-(N-Benzyloxycarbonylamino)-3-octadecanol). Reagents/catalysts: [Pd] (Pd—C). Run in CO (MeOH). Run at time 8 hour. Yields the product N[C@@H](C)[C@H](CCCCCCCCCCCCCCC)O ((2S,3S)-2-Amino-3-octadecanol). Isolated yield 88.7%. As a reaction SMILES: C(OC([NH:11][C@H:12]([C@@H:14]([OH:30])[CH2:15][CH2:16][CH2:17][CH2:18][CH2:19][CH2:20][CH2:21][CH2:22][CH2:23][CH2:24][CH2:25][CH2:26][CH2:27][CH2:28][CH3:29])[CH3:13])=O)C1C=CC=CC=1>CO.[Pd]>[NH2:11][C@H:12]([C@@H:14]([OH:30])[CH2:15][CH2:16][CH2:17][CH2:18][CH2:19][CH2:20][CH2:21][CH2:22][CH2:23][CH2:24][CH2:25][CH2:26][CH2:27][CH2:28][CH3:29])[CH3:13]. Procedure: To a solution of N-benzyloxycarbonylamine 90 (330 mg, 0.79 mmol) in MeOH (40 mL) at room temperature, Pd—C (10% wt, 100 mg, 0.09 mmol) was added. The mixture was purged with a stream of dry Ar, and then H2. The reaction was stirred overnight under a H2 atmosphere (1 atm). The catalyst was filtered off through a 0.45 μm teflon filter in polypropylene housing, washing the filter with MeOH (50 mL) and the solvent was evaporated in vacuo. The crude was purified by column chromatography on silica (90...